This data is from the Open Reaction Database (ORD), a public repository of structured organic reaction records. The task is: describe an organic reaction: reactants, conditions, products, and yield Reactants: Cl.Cl.C(N)(=N)N1CC2=CC(=CC=C2CC1)OCC1(CCN(CC1)C1=CC=NC=C1)C(=O)O (4-(2-Amidino-1,2,3,4-tetrahydroisoquinolin-7-yloxymethyl)-1-(pyridin-4-yl)piperidine-4-carboxylic acid dihydrochloride). The solvent is O (water). Reaction conditions: time 30 minute. Yields the product C(N)(=N)N1CC2=CC(=CC=C2CC1)OCC1(CCN(CC1)C1=CC=NC=C1)C(=O)O (4-(2-Amidino-1,2,3,4-tetrahydroisoquinolin-7-yloxymethyl)-1-(pyridin-4-yl)piperidine-4-carboxylic Acid). Yield: 82.5%. As a reaction SMILES: Cl.Cl.[C:3]([N:6]1[CH2:15][CH2:14][C:13]2[C:8](=[CH:9][C:10]([O:16][CH2:17][C:18]3([C:30]([OH:32])=[O:31])[CH2:23][CH2:22][N:21]([C:24]4[CH:29]=[CH:28][N:27]=[CH:26][CH:25]=4)[CH2:20][CH2:19]3)=[CH:11][CH:12]=2)[CH2:7]1)(=[NH:5])[NH2:4]>O>[C:3]([N:6]1[CH2:15][CH2:14][C:13]2[C:8](=[CH:9][C:10]([O:16][CH2:17][C:18]3([C:30]([OH:32])=[O:31])[CH2:19][CH2:20][N:21]([C:24]4[CH:25]=[CH:26][N:27]=[CH:28][CH:29]=4)[CH2:22][CH2:23]3)=[CH:11][CH:12]=2)[CH2:7]1)(=[NH:4])[NH2:5] |f:0.1.2|. Reported procedure: 4-(2-Amidino-1,2,3,4-tetrahydroisoquinolin-7-yloxymethyl)-1-(pyridin-4-yl)piperidine-4-carboxylic acid dihydrochloride (11 g) was dissolved in water (100 ml) and filtrated. 4N Aqueous sodium hydroxide solution (20 ml) was added dropwise at 50° C., and the mixture was stirred at the same temperature for 30 min. After completion of the reaction, the resultant solid was collected by filtration, washed successively with water and ethanol, and dried under reduced pressure to give the title compound (... Reaction conditions: time 8 hour. RXN SMILES: C([O:3][C:4](=[O:36])[C:5]([CH3:35])([O:7][C:8]1[CH:13]=[CH:12][C:11]([S:14][CH2:15][CH2:16][C:17]2[N:18]=[C:19]([C:23]3[CH:28]=[CH:27][C:26]([C:29]4[CH:34]=[CH:33][CH:32]=[CH:31][CH:30]=4)=[CH:25][CH:24]=3)[O:20][C:21]=2[CH3:22])=[CH:10][CH:9]=1)[CH3:6])C.[OH-].[Na+].Cl>CCO>[C:26]1([C:29]2[CH:34]=[CH:33][CH:32]=[CH:31][CH:30]=2)[CH:25]=[CH:24][C:23]([C:19]2[O:20][C:21]([CH3:22])=[C:17]([CH2:16][CH2:15][S:14][C:11]3[CH:12]=[CH:13][C:8]([O:7][C:5]([CH3:35])([CH3:6])[C:4]([OH:36])=[O:3])=[CH:9][CH:10]=3)[N:18]=2)=[CH:28][CH:27]=1 |f:1.2|. Run in CCO (EtOH). Yield: 88.1%. Starting materials: [OH-].[Na+] (NaOH), C(C)OC(C(C)(OC1=CC=C(C=C1)SCCC=1N=C(OC1C)C1=CC=C(C=C1)C1=CC=CC=C1)C)=O (2-Methyl-2-{4-[2-(5-methyl-2-biphenyl-4-yl-oxazol-4-yl)ethylsulfanyl]phenoxy}propionic acid ethyl ester), Cl (HCl). Reported procedure: 2-Methyl-2-{4-[2-(5-methyl-2-biphenyl-4-yl-oxazol-4-yl)ethylsulfanyl]phenoxy}propionic acid ethyl ester (0.23 mmol) was dissolved in EtOH (10 mL) and 5N NaOH (0.5 mL) was added. The reaction was stirred overnight at room temperature. The reaction was acidified with 5N HCl and the product was extracted into ethyl acetate, dried (MgSO4) and concentrated to give 96 mg crude product. The product is C1(=CC=C(C=C1)C=1OC(=C(N1)CCSC1=CC=C(OC(C(=O)O)(C)C)C=C1)C)C1=CC=CC=C1 (2-{4-[2-(2-Biphenyl-4-yl-5-methyloxazol-4-yl)-ethylsulfanyl]-phenoxy}-2-methyl-propionic acid).